Dataset: the Open Reaction Database (ORD), a public repository of structured organic reaction records. Task: describe an organic reaction: reactants, conditions, products, and yield Reactants: COC=1C=C2C(=CN(C2=CC1)C)C1=CC=2C(=NC=C(N2)N)N1COCC[Si](C)(C)C (6-(5-methoxy-1-methyl-1H-indol-3-yl)-5-((2-(trimethylsilyl)ethoxy)methyl)-5H-pyrrolo[2,3-b]pyrazin-2-amine), ClCC=O (2-chloroacetaldehyde). Solvent: CCO (EtOH). Reaction conditions: temperature 80 celsius. Product: COC=1C=C2C(=CN(C2=CC1)C)C1=CC2=C(N=CC=3N2C=CN3)N1COCC[Si](C)(C)C (2-(5-methoxy-1-methyl-1H-indol-3-yl)-3-((2-(trimethylsilyl)ethoxy)methyl)-3H-imidazo[1,2-a]pyrrolo[2,3-e]pyrazine). Yield: 96.8%. Reaction SMILES: [CH3:1][O:2][C:3]1[CH:4]=[C:5]2[C:9](=[CH:10][CH:11]=1)[N:8]([CH3:12])[CH:7]=[C:6]2[C:13]1[N:22]([CH2:23][O:24][CH2:25][CH2:26][Si:27]([CH3:30])([CH3:29])[CH3:28])[C:16]2=[N:17][CH:18]=[C:19]([NH2:21])[N:20]=[C:15]2[CH:14]=1.Cl[CH2:32][CH:33]=O>CCO>[CH3:1][O:2][C:3]1[CH:4]=[C:5]2[C:9](=[CH:10][CH:11]=1)[N:8]([CH3:12])[CH:7]=[C:6]2[C:13]1[N:22]([CH2:23][O:24][CH2:25][CH2:26][Si:27]([CH3:29])([CH3:28])[CH3:30])[C:16]2[N:17]=[CH:18][C:19]3[N:20]([CH:32]=[CH:33][N:21]=3)[C:15]=2[CH:14]=1. Reported procedure: In a round flask was added 6-(5-methoxy-1-methyl-1H-indol-3-yl)-5-((2-(trimethylsilyl)ethoxy)methyl)-5H-pyrrolo[2,3-b]pyrazin-2-amine (0.065 g, 0.15 mmol) and 2-chloroacetaldehyde (˜50 wt % solution in water, 0.030 mL, 0.23 mmol) in EtOH (2 mL) and mixture was heated to about 80° C. for about 45 min. The mixture was concentrated under reduced pressure to give 2-(5-methoxy-1-methyl-1H-indol-3-yl)-3-((2-(trimethylsilyl)ethoxy)methyl)-3H-imidazo[1,2-a]pyrrolo[2,3-e]pyrazine (0.065 g, 95%): LC/MS (T... Starting materials: N#Cc1ccccc1-c1ccc(C=O)cc1, [BH3-]C#N, COC(=O)C(N)C(C)C, Cl, [Na+]. The product is COC(=O)C(NCc1ccc(-c2ccccc2C#N)cc1)C(C)C. RXN SMILES: [C:1](#[N:2])[c:3]1[c:4](-[c:9]2[cH:10][cH:11][c:12]([CH:15]=[O:16])[cH:13][cH:14]2)[cH:5][cH:6][cH:7][cH:8]1.[C:27]([BH3-:28])#[N:29].[CH3:18][O:19][C:20]([CH:21]([NH2:22])[CH:23]([CH3:24])[CH3:25])=[O:26].[ClH:17].[Na+:30]>>[C:1](#[N:2])[c:3]1[c:4](-[c:9]2[cH:10][cH:11][c:12]([CH2:15][NH:22][CH:21]([C:20]([O:19][CH3:18])=[O:26])[CH:23]([CH3:24])[CH3:25])[cH:13][cH:14]2)[cH:5][cH:6][cH:7][cH:8]1. Reactants: C[O-], CO, COc1ccc(Nc2nc(Cl)ncc2I)cn1, [Na+], O. Yields the product COc1ccc(Nc2nc(OC)ncc2I)cn1. As a reaction SMILES: [CH3:18][O-:19].[CH3:21][OH:22].[Cl:1][c:2]1[n:3][cH:4][c:5]([I:17])[c:6]([NH:8][c:9]2[cH:10][n:11][c:12]([O:15][CH3:16])[cH:13][cH:14]2)[n:7]1.[Na+:20].[OH2:23]>>[c:2]1([O:19][CH3:18])[n:3][cH:4][c:5]([I:17])[c:6]([NH:8][c:9]2[cH:10][n:11][c:12]([O:15][CH3:16])[cH:13][cH:14]2)[n:7]1. Reactants: [N+](=O)([O-])C1=C(C=C(C=C1)C=1SC=CC1)NC(=O)OCC1CN(C1)C(=O)OC(C)(C)C (tert-butyl 3-((((2-nitro-5-(thiophen-2-yl)phenyl)carbamoyl)oxy)methyl)azetidine-1-carboxylate), C(=O)(C(F)(F)F)O (TFA). Solvent: ClCCl (dichloromethane). Conditions: time 2 hour. Product: [N+](=O)([O-])C1=C(C=C(C=C1)C=1SC=CC1)NC(OCC1CNC1)=O (azetidin-3-ylmethyl (2-nitro-5-(thiophen-2-yl)phenyl)carbamate). RXN SMILES: [N+:1]([C:4]1[CH:9]=[CH:8][C:7]([C:10]2[S:11][CH:12]=[CH:13][CH:14]=2)=[CH:6][C:5]=1[NH:15][C:16]([O:18][CH2:19][CH:20]1[CH2:23][N:22](C(OC(C)(C)C)=O)[CH2:21]1)=[O:17])([O-:3])=[O:2].C(O)(C(F)(F)F)=O>ClCCl>[N+:1]([C:4]1[CH:9]=[CH:8][C:7]([C:10]2[S:11][CH:12]=[CH:13][CH:14]=2)=[CH:6][C:5]=1[NH:15][C:16](=[O:17])[O:18][CH2:19][CH:20]1[CH2:21][NH:22][CH2:23]1)([O-:3])=[O:2]. Procedure details: To a solution of tert-butyl 3-((((2-nitro-5-(thiophen-2-yl)phenyl)carbamoyl)oxy)methyl)azetidine-1-carboxylate (0.50 g, 1.15 mmol, 1 eq.) in dichloromethane (10 mL) was added TFA (3 mL) at 0° C. The reaction was stirred at room temperature for 2 h. The reaction was concentrated under reduced pressure. A saturated solution of sodium bicarbonate was added. The obtained solid was filtered and dried under reduced pressure to afford azetidin-3-ylmethyl (2-nitro-5-(thiophen-2-yl)phenyl)carbamate (0.35... As a reaction SMILES: [C:1]([C:3]1[C:11]2[CH2:10][CH2:9][N:8]([C:12]([O:14][CH2:15][CH3:16])=[O:13])[CH2:7][C:6]=2[O:5][C:4]=1/[N:17]=[CH:18]/[N:19](C)C)#[N:2].[C:22]([C:24]1[CH:25]=[C:26]([CH:28]=[CH:29][CH:30]=1)N)#[CH:23]>>[C:22]([C:24]1[CH:30]=[C:29]([NH:2][C:1]2[C:3]3[C:11]4[CH2:10][CH2:9][N:8]([C:12]([O:14][CH2:15][CH3:16])=[O:13])[CH2:7][C:6]=4[O:5][C:4]=3[N:17]=[CH:18][N:19]=2)[CH:28]=[CH:26][CH:25]=1)#[CH:23]. Reported procedure: In analogy to Example 38A, the title compound was prepared from ethyl 3-cyano-2-{[(1E)(dimethylamino)methylidene]amino}-4,7-dihydrofuro[2,3-c]pyridine-6(5H)-carboxylate from Example 37A (1.20 g, 4.14 mmol) and 3-ethynylaniline (968 mg, 8.27 mmol) to yield 443 mg (28%). Product: C(#C)C=1C=C(C=CC1)NC=1C2=C(N=CN1)OC1=C2CCN(C1)C(=O)OCC (Ethyl 4-[(3-ethynylphenyl)amino]-5,8-dihydropyrido[4′,3′:4,5]furo[2,3-d]pyrimidine-7(6H)-carboxylate). The reactants are C(#N)C1=C(OC=2CN(CCC21)C(=O)OCC)/N=C/N(C)C (Ethyl 3-cyano-2-{[(1E)-(dimethylamino)methylidene]amino}-4,7-dihydrofuro[2,3-c]pyridine-6(5H)-carboxylate), C(#C)C=1C=C(N)C=CC1 (3-ethynylaniline). Procedure: A mixture of 8-(2-fluorobenzyloxy)3-hydroxymethyl-2-methyl-imidazo[1,2-a]pyridine from Example 5 (1 g) and phosphorylchloride (15 ml) was heated under reflux for1 hr. Excess phosphorylchloride was distilled off in vacuo, the residue dissolved in hot ethanolic HCL and the mixture filtered to give the title compound as the hydrochloride salt. Product: ClCC1=C(N=C2N1C=CC=C2OCC2=C(C=CC=C2)F)C (3-Chloromethyl-8-(2-fluorobenzyloxy)-2-methylimidazo[1,2-a]pyridine), hydrochloride salt. RXN SMILES: [F:1][C:2]1[CH:21]=[CH:20][CH:19]=[CH:18][C:3]=1[CH2:4][O:5][C:6]1[C:7]2[N:8]([C:12]([CH2:16]O)=[C:13]([CH3:15])[N:14]=2)[CH:9]=[CH:10][CH:11]=1.P(Cl)(Cl)([Cl:24])=O>>[Cl:24][CH2:16][C:12]1[N:8]2[CH:9]=[CH:10][CH:11]=[C:6]([O:5][CH2:4][C:3]3[CH:18]=[CH:19][CH:20]=[CH:21][C:2]=3[F:1])[C:7]2=[N:14][C:13]=1[CH3:15]. Starting materials: FC1=C(COC=2C=3N(C=CC2)C(=C(N3)C)CO)C=CC=C1 (8-(2-fluorobenzyloxy)3-hydroxymethyl-2-methyl-imidazo[1,2-a]pyridine), P(=O)(Cl)(Cl)Cl (phosphorylchloride).